Dataset: the Open Reaction Database (ORD), a public repository of structured organic reaction records. Task: describe an organic reaction: reactants, conditions, products, and yield Starting materials: C(C1=CC=CC=C1)N1C=CC=2NC(=CC21)C(=O)O (4-benzyl-1,4-dihydro-pyrrolo[3,2-b]pyrrole-2-carboxylic acid), C(=O)([O-])[O-].[K+].[K+] (K2CO3). The solvent is CO (MeOH), O (H2O), CO (MeOH). Reaction conditions: time 35 minute. Product: [K+].C(C1=CC=CC=C1)N1C=CC=2NC(=CC21)C(=O)[O-] (4-benzyl-1,4-dihydro-pyrrolo[3,2-b]pyrrole-2-carboxylate potassium salt). Yield: 196.5%. RXN SMILES: C([O-])([O-])=O.[K+:5].[K+].[CH2:7]([N:14]1[C:21]2[CH:20]=[C:19]([C:22]([OH:24])=[O:23])[NH:18][C:17]=2[CH:16]=[CH:15]1)[C:8]1[CH:13]=[CH:12][CH:11]=[CH:10][CH:9]=1>O.CO>[K+:5].[CH2:7]([N:14]1[C:21]2[CH:20]=[C:19]([C:22]([O-:24])=[O:23])[NH:18][C:17]=2[CH:16]=[CH:15]1)[C:8]1[CH:9]=[CH:10][CH:11]=[CH:12][CH:13]=1 |f:0.1.2,6.7|. Reported procedure: To a suspension of K2CO3 (24 mg, 0.17 mmol) in H2O (0.2 mL) and MeOH (1 mL) was added a solution of 4-benzyl-1,4-dihydropyrrolo[3,2-b]pyrrole-2-carboxylic acid 13 (82 mg, 0.34 mmol) in MeOH (2 mL). The solution was stirred for 35 min and then concentrated in vacuo to give potassium 4-benzyl-1,4-dihydro-pyrrolo[3,2-b]pyrrole-2-carboxylate 13a as a grey solid (93 mg, 98%). 1H NMR (400 MHz, (CD3)2SO) δ (ppm) 9.61 (s, 1H) 7.27-7.33 (m, 2H) 7.19-7.26 (m, 3H) 6.74 (d, J=2.9 Hz, 1H) 5.90 (s, 1H) 5.73 (... Reactants: CC(C)(C)OC(=O)NC(Cc1ccc(O)cc1)C(=O)O, ClCCl, CN(C)C=O. Product: NC(Cc1ccc(O)cc1)C(=O)O. Reaction SMILES: [C:1]([O:2][C:3]([CH3:4])([CH3:5])[CH3:6])(=[O:7])[NH:8][CH:9]([CH2:10][c:11]1[cH:12][cH:13][c:14]([OH:17])[cH:15][cH:16]1)[C:18](=[O:19])[OH:20].[CH2:21]([Cl:22])[Cl:23].[CH3:24][N:25]([CH3:26])[CH:27]=[O:28]>>[NH2:8][CH:9]([CH2:10][c:11]1[cH:12][cH:13][c:14]([OH:17])[cH:15][cH:16]1)[C:18](=[O:19])[OH:20]. Reactants: C(C)OC1=C(C=C(C=O)C=C1)[N+](=O)[O-] (4-Ethoxy-3-nitrobenzaldehyde), COC=1C=C(CC#N)C=CC1OC (3,4-dimethoxybenzyl cyanide). Yields the product COC=1C=C(C=CC1OC)/C(/C#N)=C/C1=CC(=C(C=C1)OCC)[N+](=O)[O-] ((Z)-2-(3,4-dimethoxy-phenyl)-3-(4-ethoxy-3-nitro-phenyl)-acrylonitrile). Reaction SMILES: [CH2:1]([O:3][C:4]1[CH:11]=[CH:10][C:7]([CH:8]=O)=[CH:6][C:5]=1[N+:12]([O-:14])=[O:13])[CH3:2].[CH3:15][O:16][C:17]1[CH:18]=[C:19]([CH:23]=[CH:24][C:25]=1[O:26][CH3:27])[CH2:20][C:21]#[N:22]>>[CH3:15][O:16][C:17]1[CH:18]=[C:19](/[C:20](=[CH:8]/[C:7]2[CH:10]=[CH:11][C:4]([O:3][CH2:1][CH3:2])=[C:5]([N+:12]([O-:14])=[O:13])[CH:6]=2)/[C:21]#[N:22])[CH:23]=[CH:24][C:25]=1[O:26][CH3:27]. Procedure: 4-Ethoxy-3-nitrobenzaldehyde (586 mg) and 3,4-dimethoxybenzyl cyanide (532 mg) were subjected to condensation in accordance with process B of (production process 2), to thereby produce the target product (425 mg, yield: 40%). Yield: 39.9%. Starting materials: [Cl-].[NH4+] (ammonium chloride), C(C1=CC=CC=C1)=C1N2CCC(C1=O)CC2 (2-benzylidene-3-oxo-1-azabicyclo[2.2.2]octane), C(C1=CC=CC=C1)[Mg]Cl (benzylmagnesium chloride). Solvent: C(C)OCC (diethyl ether), C(C)OCC (diethyl ether). Reaction conditions: temperature -10 celsius, time 16 hour. The product is C1(=CC=CC=C1)C(CC1=CC=CC=C1)C1N2CCC(C1=O)CC2 (2-(1,2-diphenylethyl)-3-oxo1- azabicyclo [2.2.2]octane). Reaction SMILES: [CH:1](=[C:8]1[C:13](=[O:14])[CH:12]2[CH2:15][CH2:16][N:9]1[CH2:10][CH2:11]2)[C:2]1[CH:7]=[CH:6][CH:5]=[CH:4][CH:3]=1.[CH2:17]([Mg]Cl)[C:18]1[CH:23]=[CH:22][CH:21]=[CH:20][CH:19]=1.[Cl-].[NH4+]>C(OCC)C>[C:2]1([CH:1]([CH:8]2[C:13](=[O:14])[CH:12]3[CH2:11][CH2:10][N:9]2[CH2:16][CH2:15]3)[CH2:17][C:18]2[CH:23]=[CH:22][CH:21]=[CH:20][CH:19]=2)[CH:7]=[CH:6][CH:5]=[CH:4][CH:3]=1 |f:2.3|. Reported procedure: To a stirred solution of 2-benzylidene-3-oxo-1-azabicyclo[2.2.2]octane (10 g) in diethyl ether (200 ml) at -10° C. under a nitrogen atmosphere was added a solution of 2M-benzylmagnesium chloride (30 ml, in tetrahydrofuran, 50 mmol) and diethyl ether (100 ml). The solution was stirred at -10° C. for 30 minutes and at ambient temperature for 16 h. A saturated solution of aqueous ammonium chloride (200 ml) was carefully added and the product extracted into ethyl acetate. The organic phase was dried... The reactants are 40, CC1=CC=C(O1)CN (5-methyl-2-furanmethanamine), ClC1=C(C=CC=C1)[N+](=O)[O-] (1-chloro-2-nitrobenzene). Solvent: C(C)N(CC)CC (N,N-diethylethanamine). The product is CC1=CC=C(O1)CNC1=C(C=CC=C1)[N+](=O)[O-] (5-methyl-N-(2-nitrophenyl)-2-furanmethanamine), intermediate 2. Isolated yield 89.0%. RXN SMILES: [CH3:1][C:2]1[O:6][C:5]([CH2:7][NH2:8])=[CH:4][CH:3]=1.Cl[C:10]1[CH:15]=[CH:14][CH:13]=[CH:12][C:11]=1[N+:16]([O-:18])=[O:17]>C(N(CC)CC)C>[CH3:1][C:2]1[O:6][C:5]([CH2:7][NH:8][C:10]2[CH:15]=[CH:14][CH:13]=[CH:12][C:11]=2[N+:16]([O-:18])=[O:17])=[CH:4][CH:3]=1. Reported procedure: A mixture of 40 parts of 5-methyl-2-furanmethanamine, 46 parts of 1-chloro-2-nitrobenzene and 210 parts of N,N-diethylethanamine was stirred and refluxed for 2 days. The reaction mixture was evaporated, water was added and the product was extracted with dichloromethane. The extract was dried, filtered and evaporated. The residue was purified by filtration over silica gel using trichloromethane as eluent. The filtrate was evaporated, yielding 62 parts (89%) of 5-methyl-N-(2-nitrophenyl)-2-furanme...